From a dataset of the Open Reaction Database (ORD), a public repository of structured organic reaction records. describe an organic reaction: reactants, conditions, products, and yield Reactants: ClC1=NC(=NC(=N1)NCCCCC1CC(N(C(C1)(C)C)OC1CCCCC1)(C)C)NCCCCC1CC(N(C(C1)(C)C)OC1CCCCC1)(C)C (2-chloro-4,6-bis[N-(1-cyclohexyloxy-2,2,6,6-tetramethylpiperidin-4-yl)butylamino]-1,3,5-triazine), [OH-].[Na+] (sodium hydroxide), ClCC(CO)O (3-chloro-1,2-propanediol). Yields the product O1C(C1)COC1=NC(=NC(=N1)NCCCCC1CC(N(C(C1)(C)C)OC1CCCCC1)(C)C)NCCCCC1CC(N(C(C1)(C)C)OC1CCCCC1)(C)C (2-(Oxiranylmethoxy)-4,6-bis[N-(1-cyclohexyloxy-2,2,6,6-tetramethylpiperidin-4-yl)butylamino]-1,3,5-triazine). RXN SMILES: Cl[C:2]1[N:7]=[C:6]([NH:8][CH2:9][CH2:10][CH2:11][CH2:12][CH:13]2[CH2:18][C:17]([CH3:20])([CH3:19])[N:16]([O:21][CH:22]3[CH2:27][CH2:26][CH2:25][CH2:24][CH2:23]3)[C:15]([CH3:29])([CH3:28])[CH2:14]2)[N:5]=[C:4]([NH:30][CH2:31][CH2:32][CH2:33][CH2:34][CH:35]2[CH2:40][C:39]([CH3:42])([CH3:41])[N:38]([O:43][CH:44]3[CH2:49][CH2:48][CH2:47][CH2:46][CH2:45]3)[C:37]([CH3:51])([CH3:50])[CH2:36]2)[N:3]=1.[OH-].[Na+].Cl[CH2:55][CH:56]([OH:59])[CH2:57][OH:58]>>[O:59]1[CH2:55][CH:56]1[CH2:57][O:58][C:2]1[N:7]=[C:6]([NH:8][CH2:9][CH2:10][CH2:11][CH2:12][CH:13]2[CH2:18][C:17]([CH3:20])([CH3:19])[N:16]([O:21][CH:22]3[CH2:27][CH2:26][CH2:25][CH2:24][CH2:23]3)[C:15]([CH3:29])([CH3:28])[CH2:14]2)[N:5]=[C:4]([NH:30][CH2:31][CH2:32][CH2:33][CH2:34][CH:35]2[CH2:40][C:39]([CH3:42])([CH3:41])[N:38]([O:43][CH:44]3[CH2:49][CH2:48][CH2:47][CH2:46][CH2:45]3)[C:37]([CH3:51])([CH3:50])[CH2:36]2)[N:3]=1 |f:1.2|. Procedure details: The title compound is prepared by the reaction of 2-chloro-4,6-bis[N-(1-cyclohexyloxy-2,2,6,6-tetramethylpiperidin-4-yl)butylamino]-1,3,5-triazine with sodium hydroxide and 3-chloro-1,2-propanediol. Reactants: CCCCO, O=C1Cc2ccccc2N1c1c(Cl)cc(O)cc1Cl, [K+], [Na+], [OH-], [OH-]. The product is O=C(O)Cc1ccccc1Nc1c(Cl)cc(O)cc1Cl. As a reaction SMILES: [CH2:24]([OH:25])[CH2:26][CH2:27][CH3:28].[Cl:1][c:2]1[c:3]([N:10]2[C:11](=[O:19])[CH2:12][c:13]3[cH:14][cH:15][cH:16][cH:17][c:18]32)[c:4]([Cl:9])[cH:5][c:6]([OH:8])[cH:7]1.[K+:23].[Na+:21].[OH-:20].[OH-:22]>>[Cl:1][c:2]1[c:3]([NH:10][c:18]2[c:13]([CH2:12][C:11]([OH:19])=[O:20])[cH:14][cH:15][cH:16][cH:17]2)[c:4]([Cl:9])[cH:5][c:6]([OH:8])[cH:7]1. Starting materials: C(=O)C1=CC=CC(=N1)C(=O)O (6-formyl-2-pyridinecarboxylic acid), N1CCOCC1 (morpholine), C(C)(=O)O (acetic acid), C(C)(=O)O[BH-](OC(C)=O)OC(C)=O.[Na+] (sodium triacetoxyborohydride), aminopropyl. Run in ClCCl (dichloromethane), CO (methanol), ClCCl (dichloromethane). Run at time 8 hour. The product is N1(CCOCC1)CC1=CC=CC(=N1)C(=O)O (6-(4-Morpholinylmethyl)-2-pyridinecarboxylic acid). Isolated yield 35.2%. RXN SMILES: [CH:1]([C:3]1[N:8]=[C:7]([C:9]([OH:11])=[O:10])[CH:6]=[CH:5][CH:4]=1)=O.[NH:12]1[CH2:17][CH2:16][O:15][CH2:14][CH2:13]1.C(O)(=O)C.C(O[BH-](OC(=O)C)OC(=O)C)(=O)C.[Na+]>ClCCl.CO>[N:12]1([CH2:1][C:3]2[N:8]=[C:7]([C:9]([OH:11])=[O:10])[CH:6]=[CH:5][CH:4]=2)[CH2:17][CH2:16][O:15][CH2:14][CH2:13]1 |f:3.4|. Reported procedure: To a solution of 6-formyl-2-pyridinecarboxylic acid (available from Chemstep Product List, 250 mg, 1.65 mmol) in dichloromethane (6.8 ml) was added morpholine (0.377 ml, 4.31 mmol) and acetic acid (0.083 ml). The mixture was stirred at room temperature for 15 min when sodium triacetoxyborohydride (459 mg, 2.17 mmol) was added and the mixture stirred overnight. The crude reaction mixture was diluted with dichloromethane (10 ml) and methanol was added until a clear solution was observed. The mixtu... Starting materials: C([O-])(O)=O.[Na+] (sodium bicarbonate), C(C)(C)(C)OC(=O)N1C[C@H]2N(C(CO[C@@H]2C1)=O)[C@H](C)C1=CC=CC=C1 (trans-8-tert-Butoxycarbonyl-5-[(1R)-1-phenylethyl]-4-oxo-2-oxa-5,8-diazabicyclo[4.3.0]nonane), O (water), ice. Run in O1CCCC1 (tetrahydrofuran). Reaction conditions: time 14 hour. Yields the product C(C)(C)(C)OC(=O)N1C[C@H]2N(CCO[C@@H]2C1)[C@H](C)C1=CC=CC=C1 (trans-8-tert-Butoxycarbonyl-5-[(1R)-1-phenylethyl]-2-oxa-5,8-diazabicyclo[4.3.0]nonane). As a reaction SMILES: [C:1]([O:5][C:6]([N:8]1[CH2:16][C@@H:15]2[C@H:10]([N:11]([C@@H:18]([C:20]3[CH:25]=[CH:24][CH:23]=[CH:22][CH:21]=3)[CH3:19])[C:12](=O)[CH2:13][O:14]2)[CH2:9]1)=[O:7])([CH3:4])([CH3:3])[CH3:2].O.C(=O)(O)[O-].[Na+]>O1CCCC1>[C:1]([O:5][C:6]([N:8]1[CH2:16][C@@H:15]2[C@H:10]([N:11]([C@@H:18]([C:20]3[CH:21]=[CH:22][CH:23]=[CH:24][CH:25]=3)[CH3:19])[CH2:12][CH2:13][O:14]2)[CH2:9]1)=[O:7])([CH3:2])([CH3:3])[CH3:4] |f:2.3|. Reported procedure: To a solution of 2.45 g of trans-8-tert-butoxycarbonyl -5-[(1R)-1-phenylethyl]-4-oxo-2-oxa-5,8-diazabicyclo[4.3.0]nonane 9a in 50 ml of tetrahydrofuran, was added 7.1 ml of diborane tetrahydrofuran complex 1M solution dropwise at 0° C. The mixture was stirred at room temperature for 14 hours. Then, 12 ml of diborane tetrahydrofuran complex was added to the solution, and the mixture was stirred at room temperature for 24 hours. To an ice-cooled mixture, was added 10 ml of water and, then, 20 ml o...